Dataset: the Open Reaction Database (ORD), a public repository of structured organic reaction records. Task: describe an organic reaction: reactants, conditions, products, and yield The reactants are C, CCCCCCC(OC(=O)C1CCc2cc(OCc3ccccc3)ccc2C1)C(F)(F)F, [H][H], C1CCOC1, [Pd]. Yields the product CCCCCCC(OC(=O)C1CCc2cc(O)ccc2C1)C(F)(F)F. As a reaction SMILES: [C:35].[F:3][C:4]([CH:5]([CH2:6][CH2:7][CH2:8][CH2:9][CH2:10][CH3:11])[O:12][C:13](=[O:14])[CH:15]1[CH2:16][c:17]2[cH:18][cH:19][c:20]([O:25][CH2:26][c:27]3[cH:28][cH:29][cH:30][cH:31][cH:32]3)[cH:21][c:22]2[CH2:23][CH2:24]1)([F:33])[F:34].[H:1][H:2].[O:37]1[CH2:38][CH2:39][CH2:40][CH2:41]1.[Pd:36]>>[F:3][C:4]([CH:5]([CH2:6][CH2:7][CH2:8][CH2:9][CH2:10][CH3:11])[O:12][C:13](=[O:14])[CH:15]1[CH2:16][c:17]2[cH:18][cH:19][c:20]([OH:25])[cH:21][c:22]2[CH2:23][CH2:24]1)([F:33])[F:34]. The yield is 65.8%. Product: OC(COC1=CC=2CC[C@H]3[C@@H]4CCC([C@@]4(C)CC[C@@H]3C2C=C1)=O)C (3-(2-hydroxy-propoxy)-estra-1,3,5(10)-trien-17-one). Starting materials: BrCCCO (3-bromo-1-propanol), C[C@]12CC[C@H]3[C@H]([C@@H]1CCC2=O)CCC4=C3C=CC(=C4)O ((+)-estrone), [OH-].[Na+] (sodium hydroxide), [I-].[K+] (potassium iodide). As a reaction SMILES: Br[CH2:2][CH2:3][CH2:4]O.[CH3:6][C@@:7]12[C:15](=[O:16])[CH2:14][CH2:13][C@H:12]1[C@@H:11]1[CH2:17][CH2:18][C:19]3[CH:24]=[C:23]([OH:25])[CH:22]=[CH:21][C:20]=3[C@H:10]1[CH2:9][CH2:8]2.[OH-:26].[Na+].[I-].[K+]>CO.O.C(Cl)Cl>[OH:26][CH:3]([CH3:4])[CH2:2][O:25][C:23]1[CH:22]=[CH:21][C:20]2[C@@H:10]3[C@H:11]([C@H:12]4[C@@:7]([CH2:8][CH2:9]3)([CH3:6])[C:15](=[O:16])[CH2:14][CH2:13]4)[CH2:17][CH2:18][C:19]=2[CH:24]=1 |f:2.3,4.5|. Reported procedure: A solution of 3-bromo-1-propanol (0.400 ml, 4.42 mmol), (+)-estrone (1.00 g, 3.70 mmol), sodium hydroxide (150 mg, 3.75 mmol) and potassium iodide (100 mg, 0.602 mmol) in 10 ml methanol and 10 ml water was refluxed overnight. The reaction mixture was shaken with 100 ml methylene chloride and 100 ml water. The organic layer was washed with a 10% NaHCO3 solution (100 ml×2) and water (100 ml×2) before drying over anhydrous Na2SO4. Further purification was performed by silica gel column chromatograp... Solvent: CO (methanol), O (water), O (water), C(Cl)Cl (methylene chloride).